Dataset: the Open Reaction Database (ORD), a public repository of structured organic reaction records. Task: describe an organic reaction: reactants, conditions, products, and yield Reaction conditions: time 4 hour. Procedure details: In 100 ml of tetrahydrofuran were dissolved 4.6 g of benzyloxycarbonyl-2-(2,5-dioxopyrrolidin-3-yl)glycine and 2.5 ml of benzyl alcohol, and under cooling at 0°-5° C. 2.4 ml of pyridine and 3.6 g of dicyclohexylcarbodiimide were added to the solution in that order. The mixture was stirred at the same temperature as above for 4 hours and then at room temperature for 18 hours. The precipitated dicyclohexylurea were filtered off and the filtrate was concentrated under reduced pressure. The residue ... The solvent is O1CCCC1 (tetrahydrofuran). The reactants are C(C1=CC=CC=C1)OC(=O)NC(C(=O)O)C1C(NC(C1)=O)=O (benzyloxycarbonyl-2-(2,5-dioxopyrrolidin-3-yl)glycine), C(C1=CC=CC=C1)O (benzyl alcohol), N1=CC=CC=C1 (pyridine), C1(CCCCC1)N=C=NC1CCCCC1 (dicyclohexylcarbodiimide). Product: C(C1=CC=CC=C1)OC(C(NC(=O)OCC1=CC=CC=C1)C1C(NC(C1)=O)=O)=O (Benzyloxycarbonyl-2-(2,5-dioxopyrrolidin-3-yl)glycine benzyl ester). As a reaction SMILES: [CH2:1]([O:8][C:9]([NH:11][CH:12]([CH:16]1[CH2:20][C:19](=[O:21])[NH:18][C:17]1=[O:22])[C:13]([OH:15])=[O:14])=[O:10])[C:2]1[CH:7]=[CH:6][CH:5]=[CH:4][CH:3]=1.[CH2:23](O)[C:24]1[CH:29]=[CH:28][CH:27]=[CH:26][CH:25]=1.N1C=CC=CC=1.C1(N=C=NC2CCCCC2)CCCCC1>O1CCCC1>[CH2:23]([O:14][C:13](=[O:15])[CH:12]([CH:16]1[CH2:20][C:19](=[O:21])[NH:18][C:17]1=[O:22])[NH:11][C:9]([O:8][CH2:1][C:2]1[CH:3]=[CH:4][CH:5]=[CH:6][CH:7]=1)=[O:10])[C:24]1[CH:29]=[CH:28][CH:27]=[CH:26][CH:25]=1. The reactants are CO, O=C(O)c1cc([N+](=O)[O-])cc([N+](=O)[O-])c1, O=S(Cl)Cl. Product: COC(=O)c1cc([N+](=O)[O-])cc([N+](=O)[O-])c1. RXN SMILES: [CH3:20][OH:21].[N+:5](=[O:6])([O-:7])[c:8]1[cH:9][c:10]([C:11](=[O:12])[OH:13])[cH:14][c:15]([N+:17](=[O:18])[O-:19])[cH:16]1.[S:1]([Cl:2])([Cl:3])=[O:4]>>[N+:5](=[O:6])([O-:7])[c:8]1[cH:9][c:10]([C:11](=[O:12])[O:13][CH3:20])[cH:14][c:15]([N+:17](=[O:18])[O-:19])[cH:16]1.